Dataset: the Open Reaction Database (ORD), a public repository of structured organic reaction records. Task: describe an organic reaction: reactants, conditions, products, and yield The reactants are ice water, FC(C(=O)N[C@H]1CC(=O)OC1=O)(F)F (N-trifluoroacetyl-L-aspartic acid anhydride), C1=CC=CC=2OC3=C(C21)C=CC=C3 (dibenzofuran), [Cl-].[Al+3].[Cl-].[Cl-] (aluminum chloride). The solvent is ClCCl (dichloromethane). Product: C1=C(C=CC=2OC3=C(C21)C=CC=C3)C(C[C@@H](C(=O)O)NC(C(F)(F)F)=O)=O ((S)-4-dibenzofuran-2-yl-4-oxo-2-(2,2,2-trifluoroacetylamino)-butyric acid). Isolated yield 47.9%. RXN SMILES: [Cl-].[Al+3].[Cl-].[Cl-].[F:5][C:6]([F:18])([F:17])[C:7]([NH:9][C@@H:10]1[C:15](=[O:16])[O:14][C:12](=[O:13])[CH2:11]1)=[O:8].[CH:19]1[C:27]2[C:26]3[CH:28]=[CH:29][CH:30]=[CH:31][C:25]=3[O:24][C:23]=2[CH:22]=[CH:21][CH:20]=1>ClCCl>[CH:19]1[C:27]2[C:26]3[CH:28]=[CH:29][CH:30]=[CH:31][C:25]=3[O:24][C:23]=2[CH:22]=[CH:21][C:20]=1[C:12](=[O:13])[CH2:11][C@H:10]([NH:9][C:7](=[O:8])[C:6]([F:5])([F:18])[F:17])[C:15]([OH:16])=[O:14] |f:0.1.2.3|. Procedure details: To a dichloromethane (50 mL) suspension of aluminum chloride (3.19 g, 0.024 mol) at 0° C., under an inert nitrogen atmosphere was added via a solid addition funnel an intimate mixture of N-trifluoroacetyl-L-aspartic acid anhydride (3.01 g, 0.0142 mol) and dibenzofuran (2 g, 0.0119 mol). The resulting brick-red suspension was allowed to warm to room temperature over 12 hours. The reaction mixture was poured into ice water (250 mL), and the resulting colorless biphasic mixture was extracted with e...